Dataset: the Open Reaction Database (ORD), a public repository of structured organic reaction records. Task: describe an organic reaction: reactants, conditions, products, and yield Starting materials: O=C1CCC(=O)N1Br, Cc1ccc(CC(=O)O)s1, [O-][Cl+3]([O-])([O-])O. Yields the product O=C(O)Cc1ccc(CBr)s1. As a reaction SMILES: [Br:1][N:2]1[C:3](=[O:4])[CH2:5][CH2:6][C:7]1=[O:8].[CH3:9][c:10]1[cH:11][cH:12][c:13]([CH2:15][C:16](=[O:17])[OH:18])[s:14]1.[Cl+3:19]([OH:20])([O-:21])([O-:22])[O-:23]>>[Br:1][CH2:9][c:10]1[cH:11][cH:12][c:13]([CH2:15][C:16](=[O:17])[OH:18])[s:14]1.